Dataset: the Open Reaction Database (ORD), a public repository of structured organic reaction records. Task: describe an organic reaction: reactants, conditions, products, and yield Starting materials: CN(C)C=O, CCCCCC, C=C(F)C(O)C#CC(C)(C)C, O=S(Cl)Cl. The product is C=C(F)C(Cl)C#CC(C)(C)C. As a reaction SMILES: [CH3:12][N:13]([CH3:14])[CH:15]=[O:16].[CH3:21][CH2:22][CH2:23][CH2:24][CH2:25][CH3:26].[F:1][C:2](=[CH2:3])[CH:4]([C:5]#[C:6][C:7]([CH3:8])([CH3:9])[CH3:10])[OH:11].[S:17]([Cl:18])([Cl:19])=[O:20]>>[F:1][C:2](=[CH2:3])[CH:4]([C:5]#[C:6][C:7]([CH3:8])([CH3:9])[CH3:10])[Cl:19]. Reactants: C(C)OC(C=CCNC(=O)OC(C)(C)C)=O (4-tert-butoxycarbonylamino-but-2-enoic acid ethyl ester), C(CCCC)OCN(CC1=CC=CC=C1)C[Si](C)(C)C (N-[(pentyloxy)methyl]-N-[(trimethylsilyl)methyl]-benzene-methanamine), FC(C(=O)O)(F)F (trifluoroacetic acid). Run in ClCCl (dichloromethane), ClCCl (dichloromethane). Conditions: time 10 minute. The product is C(C)OC(=O)[C@@H]1CN(C[C@@H]1CNC(=O)OC(C)(C)C)CC1=CC=CC=C1 ((3S,4S)-1-Benzyl-4-(tert-butoxycarbonylamino-methyl)-pyrrolidine-3-carboxylic Acid Ethyl Ester). As a reaction SMILES: [CH2:1]([O:3][C:4](=[O:16])[CH:5]=[CH:6][CH2:7][NH:8][C:9]([O:11][C:12]([CH3:15])([CH3:14])[CH3:13])=[O:10])[CH3:2].C(O[CH2:23][N:24]([CH2:32][Si](C)(C)C)[CH2:25][C:26]1[CH:31]=[CH:30][CH:29]=[CH:28][CH:27]=1)CCCC.FC(F)(F)C(O)=O>ClCCl>[CH2:1]([O:3][C:4]([C@H:5]1[C@@H:6]([CH2:7][NH:8][C:9]([O:11][C:12]([CH3:15])([CH3:14])[CH3:13])=[O:10])[CH2:32][N:24]([CH2:25][C:26]2[CH:31]=[CH:30][CH:29]=[CH:28][CH:27]=2)[CH2:23]1)=[O:16])[CH3:2]. Reported procedure: To a solution of 2 g of 4-tert-butoxycarbonylamino-but-2-enoic acid ethyl ester (8.72 mmol) and 5.12 g N-[(pentyloxy)methyl]-N-[(trimethylsilyl)methyl]-benzene-methanamine (17.4 mmol) in 50 ml dichloromethane was added 10 micro-l. trifluoroacetic acid. The reaction was monitored by TLC. The reaction was complete after 10 min. The mixture was diluted with dichloromethane, washed with sat. sodium bicarbonate solution and brine, dried over Mg sulfate, filtered and the filtrate evaporated. The resid... The reactants are CC(CO)CCCCCCCCCCCCCCC (2-methyl-1-heptadecanol), C(C)C(CO)CCCCCCCCCCCCCC (2-ethyl-1-hexadecanol). The product is C(CCCCCCC)C(CO)CCCCCC (2-octyl-1-octanol). Reaction SMILES: CC([CH2:5][CH2:6][CH2:7][CH2:8][CH2:9][CH2:10][CH2:11][CH2:12][CH2:13][CH2:14][CH2:15][CH2:16][CH2:17][CH2:18][CH3:19])CO.C(C(CCCCCCCCCCCCCC)[CH2:23][OH:24])C>>[CH2:12]([CH:11]([CH2:10][CH2:9][CH2:8][CH2:7][CH2:6][CH3:5])[CH2:23][OH:24])[CH2:13][CH2:14][CH2:15][CH2:16][CH2:17][CH2:18][CH3:19]. Procedure: 2-methyl-1-heptadecanol; 2-ethyl-1-hexadecanol; Starting materials: BrC(C#C)O (bromopropargyl alcohol), [OH-].[Na+] (NaOH), ice water, C1(=CC=C(C=C1)S(=O)(=O)Cl)C (p-toluenesufonyl chloride). Solvent: O (water), O1CCCC1 (tetrahydrofuran), O1CCCC1 (tetrahydrofuran). Run at time 4 hour. The product is C1(=CC=C(C=C1)S(=O)(=O)OC(C#C)Br)C (Bromopropargyl p-Toluenesulfonate). Isolated yield 92.5%. Reaction SMILES: [Br:1][CH:2]([OH:5])[C:3]#[CH:4].[OH-].[Na+].[C:8]1([CH3:18])[CH:13]=[CH:12][C:11]([S:14](Cl)(=[O:16])=[O:15])=[CH:10][CH:9]=1>O.O1CCCC1>[C:8]1([CH3:18])[CH:13]=[CH:12][C:11]([S:14]([O:5][CH:2]([Br:1])[C:3]#[CH:4])(=[O:16])=[O:15])=[CH:10][CH:9]=1 |f:1.2|. Procedure details: In a 100 mL 3-necked round bottom flask, equipped with a magnetic stirrer, nitrogen inlet, thermometer, addition funnel, and ice bath, were placed bromopropargyl alcohol (5 g, 0.037 mole) and tetrahydrofuran (10 mL). A cold solution of NaOH (2.2 g, 0.55 mole) in water (10 mL) was added. To the above stirred mixture a solution of p-toluenesufonyl chloride (7.06 g, 0.037 mole) in tetrahydrofuran (10 mL) was slowly added. The reaction mixture was stirred at 0°-5° C. for 4 hrs. The reaction mixture ... The reactants are Cl.Cl.ClC=1C=C2C=CC(=CC2=CC1)S(=O)(=O)N1CC(N(C(C1)=O)NC1CCN(CC1)C1=CC=NC=C1)C(=O)OC (Methyl 4-[(6-chloro-2-naphthyl)sulfonyl]-6-oxo-1-[[1-(4-pyridinyl)-4-piperidinyl]amino]-2-piperazinecarboxylate dihydrochloride). The solvent is C(Cl)Cl (methylene chloride). Yields the product ClC=1C=C2C=CC(=CC2=CC1)S(=O)(=O)N1CC(N(C(C1)=O)NC1CCN(CC1)C1=CC=NC=C1)C(=O)OC (methyl 4-[(6-chloro-2-naphthyl)sulfonyl]-6-oxo-1-[[1-(4-pyridinyl)-4-piperidinyl]amino]-2-piperazinecarboxylate). RXN SMILES: Cl.Cl.[Cl:3][C:4]1[CH:5]=[C:6]2[C:11](=[CH:12][CH:13]=1)[CH:10]=[C:9]([S:14]([N:17]1[CH2:22][C:21](=[O:23])[N:20]([NH:24][CH:25]3[CH2:30][CH2:29][N:28]([C:31]4[CH:36]=[CH:35][N:34]=[CH:33][CH:32]=4)[CH2:27][CH2:26]3)[CH:19]([C:37]([O:39][CH3:40])=[O:38])[CH2:18]1)(=[O:16])=[O:15])[CH:8]=[CH:7]2>C(Cl)Cl>[Cl:3][C:4]1[CH:5]=[C:6]2[C:11](=[CH:12][CH:13]=1)[CH:10]=[C:9]([S:14]([N:17]1[CH2:22][C:21](=[O:23])[N:20]([NH:24][CH:25]3[CH2:26][CH2:27][N:28]([C:31]4[CH:36]=[CH:35][N:34]=[CH:33][CH:32]=4)[CH2:29][CH2:30]3)[CH:19]([C:37]([O:39][CH3:40])=[O:38])[CH2:18]1)(=[O:15])=[O:16])[CH:8]=[CH:7]2 |f:0.1.2|. Reported procedure: Methyl 4-[(6-chloro-2-naphthyl)sulfonyl]-6-oxo-1-[[1-(4-pyridinyl)-4-piperidinyl]amino]-2-piperazinecarboxylate dihydrochloride (0.26 g) was dissolved in methylene chloride (20 ml) and saturated aqueous sodium bicarbonate (20 ml) and the phases were separated. The organic phase was dried over magnesium sulfate and concentrated under reduced pressure to obtain methyl 4-[(6-chloro-2-naphthyl)sulfonyl]-6-oxo-1-[[1-(4-pyridinyl)-4-piperidinyl]amino]-2-piperazinecarboxylate. This material was dissolv... The reactants are [H][H] (hydrogen), CC1(N=C(OC1)C1=CC=C(OCCC2CCN(CC2)CC2=CC=CC=C2)C=C1)C (4-[2-[4-(4,5-dihydro-4,4-dimethyl-2-oxazolyl)phenoxy]ethyl] -1-(phenylmethyl)piperidine). The reagents and catalysts are [Pd] (palladium-on-charcoal). Solvent: CO (methanol). Yields the product CC1(N=C(OC1)C1=CC=C(OCCC2CCNCC2)C=C1)C (4-[2-[4-(4,5-dihydro-4,4-dimethyl-2-oxazolyl)phenoxy]ethyl]piperidine). Yield: 86.4%. Reaction SMILES: [CH3:1][C:2]1([CH3:29])[CH2:6][O:5][C:4]([C:7]2[CH:28]=[CH:27][C:10]([O:11][CH2:12][CH2:13][CH:14]3[CH2:19][CH2:18][N:17](CC4C=CC=CC=4)[CH2:16][CH2:15]3)=[CH:9][CH:8]=2)=[N:3]1.[H][H]>[Pd].CO>[CH3:1][C:2]1([CH3:29])[CH2:6][O:5][C:4]([C:7]2[CH:8]=[CH:9][C:10]([O:11][CH2:12][CH2:13][CH:14]3[CH2:19][CH2:18][NH:17][CH2:16][CH2:15]3)=[CH:27][CH:28]=2)=[N:3]1. Reported procedure: A mixture of 5 parts of 4-[2-[4-(4,5-dihydro-4,4-dimethyl-2-oxazolyl)phenoxy]ethyl] -1-(phenylmethyl)piperidine and 120 parts of methanol was hydrogenated at normal pressure and at room temperature with 2 parts of palladium-on-charcoal catalyst 10%. After the calculated amount of hydrogen was taken up, the catalyst was filtered off and the filtrate was evaporated, yielding 3.4 parts (86.4%) of 4-[2-[4-(4,5-dihydro-4,4-dimethyl-2-oxazolyl)phenoxy]ethyl]piperidine as a residue (int. 75). Reactants: F[B-](F)(F)F, Cc1onc(-c2ccccc2)c1C(=O)O, CN(C)C=O, CCN(C(C)C)C(C)C, c1cncc(CC2CCCN2)c1, CN(C)C(On1nnc2ccccc21)=[N+](C)C. Product: Cc1onc(-c2ccccc2)c1C(=O)N1CCCC1Cc1cccnc1. RXN SMILES: [B-:28]([F:29])([F:30])([F:31])[F:32].[CH3:1][c:2]1[c:3]([C:13](=[O:14])[OH:15])[c:4](-[c:7]2[cH:8][cH:9][cH:10][cH:11][cH:12]2)[n:5][o:6]1.[CH3:59][N:60]([CH3:61])[CH:62]=[O:63].[CH:50]([N:51]([CH:52]([CH3:53])[CH3:54])[CH2:55][CH3:56])([CH3:57])[CH3:58].[NH:16]1[CH:17]([CH2:21][c:22]2[cH:23][n:24][cH:25][cH:26][cH:27]2)[CH2:18][CH2:19][CH2:20]1.[n:33]1([O:34][C:35]([N:36]([CH3:37])[CH3:38])=[N+:39]([CH3:40])[CH3:41])[c:42]2[cH:43][cH:44][cH:45][cH:46][c:47]2[n:48][n:49]1>>[CH3:1][c:2]1[c:3]([C:13](=[O:15])[N:16]2[CH:17]([CH2:21][c:22]3[cH:23][n:24][cH:25][cH:26][cH:27]3)[CH2:18][CH2:19][CH2:20]2)[c:4](-[c:7]2[cH:8][cH:9][cH:10][cH:11][cH:12]2)[n:5][o:6]1. Starting materials: CC1=CC(=NN1)NC1=NC(=NC(=C1)CCC=CC)N1C(CCC1)C1=CC(=NO1)C1=NC=CC=C1 (4-(5-Methyl-1H-pyrazol-3-ylamino)-6-(pent-3-en-1-yl)-2-[2-{3-(pyrid-2-yl)isoxazol-5-yl}pyrrolidin-1-yl]pyrimidine), N1CCCC1 (pyrrolidine). Yields the product N1(CCCC1)CCCC1=CC(=NC(=N1)N1C(CCC1)C1=CC(=NO1)C1=NC=CC=C1)NC1=NNC(=C1)C (6-(3-Pyrrolidin-1-ylpropyl)-4-(5-methyl-1H-pyrazol-3-ylamino)-2-[2-{3-(pyrid-2-yl)isoxazol-5-yl}pyrrolidin-1-yl]pyrimidine). RXN SMILES: [CH3:1][C:2]1[NH:6][N:5]=[C:4]([NH:7][C:8]2[CH:13]=[C:12]([CH2:14][CH2:15][CH:16]=CC)[N:11]=[C:10]([N:19]3[CH2:23][CH2:22][CH2:21][CH:20]3[C:24]3[O:28][N:27]=[C:26]([C:29]4[CH:34]=[CH:33][CH:32]=[CH:31][N:30]=4)[CH:25]=3)[N:9]=2)[CH:3]=1.[NH:35]1[CH2:39][CH2:38][CH2:37][CH2:36]1>>[N:35]1([CH2:16][CH2:15][CH2:14][C:12]2[N:11]=[C:10]([N:19]3[CH2:23][CH2:22][CH2:21][CH:20]3[C:24]3[O:28][N:27]=[C:26]([C:29]4[CH:34]=[CH:33][CH:32]=[CH:31][N:30]=4)[CH:25]=3)[N:9]=[C:8]([NH:7][C:4]3[CH:3]=[C:2]([CH3:1])[NH:6][N:5]=3)[CH:13]=2)[CH2:39][CH2:38][CH2:37][CH2:36]1. Procedure details: Example 44 was prepared by an analogous method to that described in Example 43 starting from 4-(5-methyl-1H-pyrazol-3-ylamino)-6-(pent-3-en-1-yl)-2-[2-{3-(pyrid-2-yl)isoxazol-5-yl}pyrrolidin-1-yl]pyrimidine (Example 34) and pyrrolidine.